This data is from the Open Reaction Database (ORD), a public repository of structured organic reaction records. The task is: describe an organic reaction: reactants, conditions, products, and yield Starting materials: OC1C=2C=CC(=CC2C(CC1)(C)C)C#CC1=CC=C(C(=O)OCC)C=C1 (ethyl 4-[(5,6,7,8-tetrahydro-5-hydroxy-8,8-dimethylnaphth-2-yl ) ethynyl ]benzoate), OC1C=2C=CC(=CC2C(CC1)(C)C)C#CC1=CC=C(C(=O)OCC)C=C1 (ethyl 4-[(5,6,7,8-tetrahydro-5-hydroxy-8,8-dimethylnaphth-2-yl ) ethynyl ]benzoate), [OH-].COC(=O)NS(=O)(=O)[N+](CC)(CC)CC ((methoxy-carbonylsulfamoyl) triethylammonium hydroxide). Run in C1=CC=CC=C1 (benzene). Reaction conditions: temperature 50 celsius. Yields the product CC1(CC=CC=2C=CC(=CC12)C#CC1=CC=C(C(=O)OCC)C=C1)C (Ethyl 4-[(7,8-dihydro-8,8-dimethylnaphth-2-yl)ethynyl]benzoate). As a reaction SMILES: O[CH:2]1[CH2:11][CH2:10][C:9]([CH3:13])([CH3:12])[C:8]2[CH:7]=[C:6]([C:14]#[C:15][C:16]3[CH:26]=[CH:25][C:19]([C:20]([O:22][CH2:23][CH3:24])=[O:21])=[CH:18][CH:17]=3)[CH:5]=[CH:4][C:3]1=2.[OH-].COC(NS([N+](CC)(CC)CC)(=O)=O)=O>C1C=CC=CC=1>[CH3:13][C:9]1([CH3:12])[C:8]2[CH:7]=[C:6]([C:14]#[C:15][C:16]3[CH:17]=[CH:18][C:19]([C:20]([O:22][CH2:23][CH3:24])=[O:21])=[CH:25][CH:26]=3)[CH:5]=[CH:4][C:3]=2[CH:2]=[CH:11][CH2:10]1 |f:1.2|. Procedure: To a solution of 0.13 g (0.38 mmol) of ethyl 4-[(5,6,7,8-tetrahydro-5-hydroxy-8,8-dimethylnaphth-2-yl)ethynyl]benzoate (Compound 9) in 15 ml of dry benzene was added 0.67 g (2.90 mmol) of (methoxy-carbonylsulfamoyl) triethylammonium hydroxide (Burgess Reagent). The resulting mixture was heated at 50° C. for 30 minutes, cooled to room temperature, partitioned between water (10 ml) and EtOAc (20 ml) and the layers separated. The organic layer was dried over Na2SO4, concentrated in vacuo and purifi... Starting materials: CC(=O)[O-], CC(=O)[O-], C=COCCN(C)C, CCCCC, [Pd+2], O=S(=O)(Oc1ccc2ccccc2c1)C(F)(F)F, c1ccc(P(c2ccccc2)c2ccccc2)cc1. Yields the product CN(C)CCOC=Cc1ccc2ccccc2c1. Reaction SMILES: [C:51]([O-:52])(=[O:53])[CH3:54].[C:56]([O-:57])(=[O:58])[CH3:59].[CH3:19][N:20]([CH2:21][CH2:22][O:23][CH:24]=[CH2:25])[CH3:26].[CH3:46][CH2:47][CH2:48][CH2:49][CH3:50].[Pd+2:55].[S:1]([O:2][c:9]1[cH:10][c:11]2[cH:12][cH:13][cH:14][cH:15][c:16]2[cH:17][cH:18]1)([C:3]([F:4])([F:5])[F:6])(=[O:7])=[O:8].[c:27]1([P:28]([c:29]2[cH:30][cH:31][cH:32][cH:33][cH:34]2)[c:35]2[cH:36][cH:37][cH:38][cH:39][cH:40]2)[cH:41][cH:42][cH:43][cH:44][cH:45]1>>[c:9]1([CH:25]=[CH:24][O:23][CH2:22][CH2:21][N:20]([CH3:19])[CH3:26])[cH:10][c:11]2[cH:12][cH:13][cH:14][cH:15][c:16]2[cH:17][cH:18]1.